Dataset: the Open Reaction Database (ORD), a public repository of structured organic reaction records. Task: describe an organic reaction: reactants, conditions, products, and yield Starting materials: BrC(C(=O)Br)C (2-bromo-propionyl bromide), C(CCC)OC1=CC(=C(N)C(=C1)C)C (4-butoxy-2,6-dimethylaniline), C(C)(=O)[O-].[Na+] (sodium acetate). Run in C(C)(=O)O (acetic acid), O (water). Product: BrC(C(=O)NC1=C(C=C(C=C1C)OCCCC)C)C (2-Bromo-4'-butoxy-2',6'-dimethyl propionanilide). Reaction SMILES: [CH2:1]([O:5][C:6]1[CH:12]=[C:11]([CH3:13])[C:9]([NH2:10])=[C:8]([CH3:14])[CH:7]=1)[CH2:2][CH2:3][CH3:4].[Br:15][CH:16]([CH3:20])[C:17](Br)=[O:18].C([O-])(=O)C.[Na+]>C(O)(=O)C.O>[Br:15][CH:16]([CH3:20])[C:17]([NH:10][C:9]1[C:11]([CH3:13])=[CH:12][C:6]([O:5][CH2:1][CH2:2][CH2:3][CH3:4])=[CH:7][C:8]=1[CH3:14])=[O:18] |f:2.3|. Procedure: To a chilled (ca 10°) solution of 50.7 g (0.263 mole) of 4-butoxy-2,6-dimethylaniline [Buchi et al., Helv. Chim. Acta, 34, 278 (1951)] in 224 ml glacial acetic acid was added rapidly 62.4 g (.289 mole) of 2-bromo-propionyl bromide and immediately thereafter a chilled (ca 5°) solution of 87.2 g sodium acetate thihydrate in 362 ml water. This mixture was shaken for one-half hour, filtered, washed with water until the washes were neutral, and dried in vacuo over silica gel and KOH; yield 68.9 g (71... Reactants: C(C=C)(=O)OC (methyl acrylate), C1(=CC=CC=C1)P(C1=CC=CC=C1)C1=CC=CC=C1 (triphenylphosphine), BrC=1C=CC=C2C=CNC12 (7-Bromoindole), C(C=C)(=O)OC (methyl acrylate), C1(=CC=CC=C1)P(C1=CC=CC=C1)C1=CC=CC=C1 (triphenylphosphine), C(C)(C)N(C(C)C)CC (N,N-diisopropylethylamine), C(C=C)(=O)OC (methyl acrylate), C1(=CC=CC=C1)P(C1=CC=CC=C1)C1=CC=CC=C1 (triphenylphosphine). Reagents/catalysts: C(C)(=O)[O-].[Pd+2].C(C)(=O)[O-] (palladium (II) acetate), C(C)(=O)[O-].[Pd+2].C(C)(=O)[O-] (palladium (II) acetate), C(C)(=O)[O-].[Pd+2].C(C)(=O)[O-] (palladium (II) acetate). The solvent is CN(C=O)C (N,N-dimethylformamide). Run at temperature 70 celsius, time 18 hour. The product is N1C=CC2=CC=CC(=C12)/C=C/C(=O)OC ((E)-methyl 3-(1H-indol-7-yl)acrylate). The yield is 67.4%. RXN SMILES: Br[C:2]1[CH:3]=[CH:4][CH:5]=[C:6]2[C:10]=1[NH:9][CH:8]=[CH:7]2.[C:11]([O:15][CH3:16])(=[O:14])[CH:12]=[CH2:13].C1(P(C2C=CC=CC=2)C2C=CC=CC=2)C=CC=CC=1.C(N(CC)C(C)C)(C)C>C([O-])(=O)C.[Pd+2].C([O-])(=O)C.CN(C)C=O>[NH:9]1[C:10]2[C:6](=[CH:5][CH:4]=[CH:3][C:2]=2/[CH:13]=[CH:12]/[C:11]([O:15][CH3:16])=[O:14])[CH:7]=[CH:8]1 |f:4.5.6|. Procedure details: 7-Bromoindole (5.0 g, 25.5 mmol), methyl acrylate (4.6 ml, 51.1 mmol), triphenylphosphine (0.55 g, 2.10 mmol), N,N-diisopropylethylamine (5.8 ml, 42.3 mmol), and palladium (II) acetate (0.25 g, 1.11 mmol) were added to N,N-dimethylformamide (50 ml), and the mixture was stirred at 70° C. for 18 hours under a stream of nitrogen. After cooling to room temperature, methyl acrylate (4.6 ml, 51.1 mmol), triphenylphosphine (0.55 g, 2.10 mmol), and palladium (II) acetate (0.25 g, 1.11 mmol) were added t... Starting materials: O=C([O-])[O-], COC(=O)CC(=O)OC, CCOC(C)=O, CS(C)=O, Cc1c(-c2ccccc2)c(F)c2oc(C3CC3)nc2c1C#N, [K+], [K+], O. Product: COC(=O)C(C(=O)OC)c1c(-c2ccccc2)c(C)c(C#N)c2nc(C3CC3)oc12. As a reaction SMILES: [C:23](=[O:24])([O-:25])[O-:26].[C:29]([CH2:30][C:31](=[O:32])[O:33][CH3:34])(=[O:35])[O:36][CH3:37].[CH3:38][CH2:39][O:40][C:41](=[O:42])[CH3:43].[CH3:44][S:45](=[O:46])[CH3:47].[CH:1]1([c:4]2[o:5][c:6]3[c:7]([n:8]2)[c:9]([C:21]#[N:22])[c:10]([CH3:20])[c:11](-[c:14]2[cH:15][cH:16][cH:17][cH:18][cH:19]2)[c:12]3[F:13])[CH2:2][CH2:3]1.[K+:27].[K+:28].[OH2:48]>>[CH:1]1([c:4]2[o:5][c:6]3[c:7]([n:8]2)[c:9]([C:21]#[N:22])[c:10]([CH3:20])[c:11](-[c:14]2[cH:15][cH:16][cH:17][cH:18][cH:19]2)[c:12]3[CH:30]([C:29](=[O:35])[O:36][CH3:37])[C:31](=[O:32])[O:33][CH3:34])[CH2:2][CH2:3]1. Reactants: CN1N=CC(=C1)C=1C=CC=2N(N1)C(=CN2)CC=2C=C1C=CC=NC1=CC2 (6-[6-(1-Methyl-1H-pyrazol-4-yl)-imidazo[1,2-b]pyridazin-3-ylmethyl]-quinoline), N1N=CC2=CC(=CC=C12)C(O)C1=CN=C2N1N=C(C=C2)C=2C=NN(C2)C ((rac)-(1H-Indazol-5-yl)-[6-(1-methyl-1H-pyrazol-4-yl)-imidazo[1,2-b]pyridazin-3-yl]-methanol). The product is N1N=CC2=CC(=CC=C12)CC1=CN=C2N1N=C(C=C2)C=2C=NN(C2)C (3-(1H-Indazol-5-ylmethyl)-6-(1-methyl-1H-pyrazol-4-yl)-imidazo[1,2-b]pyridazine). RXN SMILES: CN1C=C(C2C=CC3N(C(CC4C=C5C(=CC=4)N=CC=C5)=CN=3)N=2)C=N1.[NH:27]1[C:35]2[C:30](=[CH:31][C:32]([CH:36]([C:38]3[N:42]4[N:43]=[C:44]([C:47]5[CH:48]=[N:49][N:50]([CH3:52])[CH:51]=5)[CH:45]=[CH:46][C:41]4=[N:40][CH:39]=3)O)=[CH:33][CH:34]=2)[CH:29]=[N:28]1>>[NH:27]1[C:35]2[C:30](=[CH:31][C:32]([CH2:36][C:38]3[N:42]4[N:43]=[C:44]([C:47]5[CH:48]=[N:49][N:50]([CH3:52])[CH:51]=5)[CH:45]=[CH:46][C:41]4=[N:40][CH:39]=3)=[CH:33][CH:34]=2)[CH:29]=[N:28]1. Procedure: The title compound was prepared in analogy to the synthesis of compound of Example 2 using (rac)-(1H-Indazol-5-yl)-[6-(1-methyl-1H-pyrazol-4-yl)-imidazo[1,2-b]pyridazin-3-yl]-methanol (Stage 150.1) as starting material (tR 1.10 min (conditions 2), MH+=330).